Dataset: the Open Reaction Database (ORD), a public repository of structured organic reaction records. Task: describe an organic reaction: reactants, conditions, products, and yield The product is crude product, CC1(CCC(CC1)C1=C(C=CC(=C1)N1C[C@H](CCC1)OC)N1CCNCC1)C ((S)-1-[2-(4,4-dimethylcyclohexyl)-4-(3-methoxypiperidin-1-yl)phenyl]piperazine). Reagents/catalysts: O (water). Reported procedure: (S)-4-[2-(4,4-Diethylcyclohexyl)-4-(3-methoxypiperidin-1-yl)phenyl]piperazine-1-carboxylic acid t-butyl ester (59 mg, 0.1148 mmol) produced in Example (50b) was dissolved in a mixed solvent of dichloromethane (0.7 mL)-water (1 drop). Trifluoroacetic acid (0.177 mL, 2.296 mmol) was added thereto followed by stirring for 15 hours and 20 minutes under the same conditions. Aqueous solution of potassium carbonate was added to the reaction mixture to make the mixture basic. The mixture was then extrac... The solvent is ClCCl (dichloromethane). RXN SMILES: C(OC([N:8]1[CH2:13][CH2:12][N:11]([C:14]2[CH:19]=[CH:18][C:17]([N:20]3[CH2:25][CH2:24][CH2:23][C@H:22]([O:26][CH3:27])[CH2:21]3)=[CH:16][C:15]=2[CH:28]2[CH2:33][CH2:32][C:31]([CH2:36]C)([CH2:34]C)[CH2:30][CH2:29]2)[CH2:10][CH2:9]1)=O)(C)(C)C.FC(F)(F)C(O)=O.C(=O)([O-])[O-].[K+].[K+]>ClCCl.O>[CH3:34][C:31]1([CH3:36])[CH2:30][CH2:29][CH:28]([C:15]2[CH:16]=[C:17]([N:20]3[CH2:25][CH2:24][CH2:23][C@H:22]([O:26][CH3:27])[CH2:21]3)[CH:18]=[CH:19][C:14]=2[N:11]2[CH2:10][CH2:9][NH:8][CH2:13][CH2:12]2)[CH2:33][CH2:32]1 |f:2.3.4|. Reaction conditions: time 20 minute. The reactants are C(C)(C)(C)OC(=O)N1CCN(CC1)C1=C(C=C(C=C1)N1C[C@H](CCC1)OC)C1CCC(CC1)(CC)CC ((S)-4-[2-(4,4-Diethylcyclohexyl)-4-(3-methoxypiperidin-1-yl)phenyl]piperazine-1-carboxylic acid t-butyl ester), C([O-])([O-])=O.[K+].[K+] (potassium carbonate), FC(C(=O)O)(F)F (Trifluoroacetic acid).